From a dataset of the Open Reaction Database (ORD), a public repository of structured organic reaction records. describe an organic reaction: reactants, conditions, products, and yield The reactants are N1(CCNCC1)C=1N=C2C(N1)=CC=CC=C2 (2-(1-piperazinyl)cycloheptimidazole), ClC1=NC=CC(=N1)N (2-chloro-4-aminopyrimidine). Yields the product N1=C(N=C2C1=CC=CC=C2)N2CCN(CC2)C2=NC=CC(=N2)N (2-[4-(2-cycloheptimidazolyl)-1-piperazinyl]-4-pyrimidinamine), di-(Z)-2-butenedioate. RXN SMILES: [N:1]1([C:7]2[N:8]=[C:9]3[CH:16]=[CH:15][CH:14]=[CH:13][CH:12]=[C:10]3[N:11]=2)[CH2:6][CH2:5][NH:4][CH2:3][CH2:2]1.Cl[C:18]1[N:23]=[C:22]([NH2:24])[CH:21]=[CH:20][N:19]=1>>[N:11]1[C:10]2=[CH:12][CH:13]=[CH:14][CH:15]=[CH:16][C:9]2=[N:8][C:7]=1[N:1]1[CH2:6][CH2:5][N:4]([C:18]2[N:23]=[C:22]([NH2:24])[CH:21]=[CH:20][N:19]=2)[CH2:3][CH2:2]1. Procedure details: Similarly, by condensing 2-(1-piperazinyl)cycloheptimidazole with 2-chloro-4-aminopyrimidine, there was obtained 2-[4-(2-cycloheptimidazolyl)-1-piperazinyl]-4-pyrimidinamine (I: R1, R2, R4 and R5 =H; R3 =2-cycloheptimidazolyl; and n=1) as the di-(Z)-2-butenedioate salt: mp 205°-208° C. (crystallized from methanol-diethyl ether); and Anal. Calcd for C16H17N7.2C4H4O4 : C, 53.43% H, 4.63% N, 18.18% and Found: C, 53.66% H, 4.81% N, 18.34%. Reactants: hydrochloride salt, C(CC)=O (propionaldehyde), Cl (HCl), C (charcoal), C(#N)C=1C=C(C(N2C(=CC=CC12)C1=C(C=C(C=C1C)C)C)=O)C(=O)OCC (Ethyl 1-cyano-6-mesityl-4-oxo-4H-quinolizine-3-carboxylate), C(C)(=O)O[BH-](OC(C)=O)OC(C)=O.[Na+] (sodium triacetoxyborohydride). The reagents and catalysts are [OH-].[OH-].[Pd+2] (Pd(OH)2). Solvent: ClCCCl (1,2-dichloroethane), C(C)O (ethanol). Reaction conditions: temperature 40 celsius, time 5 hour. Yields the product C(CC)N(CCC)CC=1C=C(C(N2C(=CC=CC12)C1=C(C=C(C=C1C)C)C)=O)C(=O)OCC (Ethyl 1-((dipropylamino)methyl)-6-mesityl-4-oxo-4H-quinolizine-3-carboxylate). Yield: 43.8%. RXN SMILES: [C:1]([C:3]1[CH:4]=[C:5]([C:23]([O:25][CH2:26][CH3:27])=[O:24])[C:6](=[O:22])[N:7]2[C:12]=1[CH:11]=[CH:10][CH:9]=[C:8]2[C:13]1[C:18]([CH3:19])=[CH:17][C:16]([CH3:20])=[CH:15][C:14]=1[CH3:21])#[N:2].Cl.[CH4:29].[CH:30](=O)[CH2:31][CH3:32].C(O[BH-](O[C:44](=O)[CH3:45])OC(=O)C)(=O)C.[Na+]>C(O)C.ClCCCl.[OH-].[OH-].[Pd+2]>[CH2:30]([N:2]([CH2:1][C:3]1[CH:4]=[C:5]([C:23]([O:25][CH2:26][CH3:27])=[O:24])[C:6](=[O:22])[N:7]2[C:12]=1[CH:11]=[CH:10][CH:9]=[C:8]2[C:13]1[C:18]([CH3:19])=[CH:17][C:16]([CH3:20])=[CH:15][C:14]=1[CH3:21])[CH2:29][CH2:44][CH3:45])[CH2:31][CH3:32] |f:4.5,8.9.10|. Procedure: Ethyl 1-cyano-6-mesityl-4-oxo-4H-quinolizine-3-carboxylate (0.110 g, 0.30 mmol) was dissolved in 20 mL ethanol and HCl (0.15 mL) and treated with 20% Pd(OH)2 over charcoal (0.050 g). The solution was evacuated and filled with a hydrogen balloon. After 5 h, the solution was filtered and concentrated to give a yellow solid. The hydrochloride salt was then dissolved in 1,2-dichloroethane (5 mL) and propionaldehyde (0.078 mL, 1.1 mmol) was added followed by sodium triacetoxyborohydride (0.23 g, 1.1 ...